This data is from the Open Reaction Database (ORD), a public repository of structured organic reaction records. The task is: describe an organic reaction: reactants, conditions, products, and yield Reactants: C1CCOC1, COc1ccc2c(c1)C(C(=O)O)c1ccccc1-2. Yields the product COc1ccc2c(c1)C(CO)c1ccccc1-2. Reaction SMILES: [CH2:19]1[O:20][CH2:21][CH2:22][CH2:23]1.[CH3:1][O:2][c:3]1[cH:4][c:5]2[c:13]([cH:14][cH:15]1)-[c:12]1[c:7]([cH:8][cH:9][cH:10][cH:11]1)[CH:6]2[C:16](=[O:17])[OH:18]>>[CH3:1][O:2][c:3]1[cH:4][c:5]2[c:13]([cH:14][cH:15]1)-[c:12]1[c:7]([cH:8][cH:9][cH:10][cH:11]1)[CH:6]2[CH2:16][OH:17].